From a dataset of the Open Reaction Database (ORD), a public repository of structured organic reaction records. describe an organic reaction: reactants, conditions, products, and yield The reactants are BrC(C(=O)OCC)(F)F (ethyl bromodifluoroacetate), resultant mixture, ice water, C(C)S (Ethyl mercaptan), [H-].[Na+] (sodium hydride). The solvent is CS(=O)C (dimethyl sulfoxide), CS(=O)C (dimethyl sulfoxide). Reaction conditions: time 10 minute. Product: C(C)SC(C(=O)OCC)(F)F (Ethyl 2-(Ethylthio)-2,2-Difluoroacetate). Isolated yield 66.7%. Reaction SMILES: [CH2:1]([SH:3])[CH3:2].[H-].[Na+].Br[C:7]([F:14])([F:13])[C:8]([O:10][CH2:11][CH3:12])=[O:9]>CS(C)=O>[CH2:1]([S:3][C:7]([F:14])([F:13])[C:8]([O:10][CH2:11][CH3:12])=[O:9])[CH3:2] |f:1.2|. Reported procedure: Ethyl mercaptan (6.8 g, 109.7 mmol) was added dropwise to a solution of 60% sodium hydride (2.6 g, 65 mmol) in dimethyl sulfoxide (80 ml) under cooling with ice, and the mixture was stirred at room temperature for 10 minutes. A solution of ethyl bromodifluoroacetate (11.2 g, 55.2 mmol) in dimethyl sulfoxide (20 ml) was added dropwise to this solution under cooling with ice, and the resultant mixture was stirred at room temperature for 1 hour. After completion of the reaction, the reaction mixtur... Starting materials: C(C1=CC=CC=C1)OC=1C=C2C=C(NC2=CC1)C(=O)OCC (ethyl 5-(benzyloxy)-1H-indole-2-carboxylate), CI (methyl iodide), C([O-])([O-])=O.[K+].[K+] (potassium carbonate). Run in CN(C=O)C (dimethylformamide). Reaction conditions: temperature 150 celsius, time 2 hour. Product: C(C1=CC=CC=C1)OC=1C=C2C=C(N(C2=CC1)C)C(=O)OCC (ethyl 5-(benzyloxy)-1-methyl-1H-indole-2-carboxylate). Reaction SMILES: [CH2:1]([O:8][C:9]1[CH:10]=[C:11]2[C:15](=[CH:16][CH:17]=1)[NH:14][C:13]([C:18]([O:20][CH2:21][CH3:22])=[O:19])=[CH:12]2)[C:2]1[CH:7]=[CH:6][CH:5]=[CH:4][CH:3]=1.CI.[C:25](=O)([O-])[O-].[K+].[K+]>CN(C)C=O>[CH2:1]([O:8][C:9]1[CH:10]=[C:11]2[C:15](=[CH:16][CH:17]=1)[N:14]([CH3:25])[C:13]([C:18]([O:20][CH2:21][CH3:22])=[O:19])=[CH:12]2)[C:2]1[CH:3]=[CH:4][CH:5]=[CH:6][CH:7]=1 |f:2.3.4|. Procedure details: To a solution of ethyl 5-(benzyloxy)-1H-indole-2-carboxylate (5.00 g, 16.93 mmol) and methyl iodide (1.14 mL, 18.28) in 17 mL dimethylformamide was added potassium carbonate (2.57 g, 18.62 mmol). The resulting suspension was stirred for 2 h at 150° C. in a sealed reaction vessel. Solids were filtered and the liquor concentrated to give crude ethyl 5-(benzyloxy)-1-methyl-1H-indole-2-carboxylate. Used without further purification or characterization. Starting materials: C(CC(=O)OC)(=O)OC (Dimethyl malonate), [H-].[Na+] (sodium hydride), FC1=C(C=C(C=C1)C1=CC(=CC=C1)NC(C(F)(F)F)=O)[N+](=O)[O-] (2-fluoro-5-(3-trifluoroacetamidophenyl)nitrobenzene). Solvent: CS(=O)C (dimethylsulfoxide), CS(=O)C (dimethylsulfoxide). Reaction conditions: temperature 100 celsius, time 10 minute. Product: [N+](=O)([O-])C1=C(C=CC(=C1)C1=CC(=CC=C1)NC(C(F)(F)F)=O)C(C(=O)OC)C(=O)OC (dimethyl 2-[2-nitro-4-(3-trifluoroacetamidophenyl)phenyl]malonate). Yield: 50.0%. Reaction SMILES: [C:1]([O:8][CH3:9])(=[O:7])[CH2:2][C:3]([O:5][CH3:6])=[O:4].[H-].[Na+].F[C:13]1[CH:18]=[CH:17][C:16]([C:19]2[CH:24]=[CH:23][CH:22]=[C:21]([NH:25][C:26](=[O:31])[C:27]([F:30])([F:29])[F:28])[CH:20]=2)=[CH:15][C:14]=1[N+:32]([O-:34])=[O:33]>CS(C)=O>[N+:32]([C:14]1[CH:15]=[C:16]([C:19]2[CH:24]=[CH:23][CH:22]=[C:21]([NH:25][C:26](=[O:31])[C:27]([F:28])([F:29])[F:30])[CH:20]=2)[CH:17]=[CH:18][C:13]=1[CH:2]([C:1]([O:8][CH3:9])=[O:7])[C:3]([O:5][CH3:6])=[O:4])([O-:34])=[O:33] |f:1.2|. Procedure: Dimethyl malonate (9.6 mL) was added dropwise to a stirred suspension of 3.2 g of 60% sodium hydride in mineral oil in 40 mL anhydrous dimethylsulfoxide under nitrogen. The mixture was stirred for 10 minutes and 2-fluoro-5-(3-trifluoroacetamidophenyl)nitrobenzene in 20 mL dimethylsulfoxide was added. The resulting dark red mixture was heated to 100° C. for 2 hours. The reaction was quenched by pouring into 100 mL of saturated ammonium chloride solution and extracted twice with 50 mL of ethyl ace... The reactants are CCI, CCOP(=O)(CC(=O)OC(C)(C)C)OCC, CCOC(C)=O, CN(C)C=O, [H-], [Na+]. Product: CCOP(=O)(OCC)C(CC)C(=O)OC(C)(C)C. Reaction SMILES: [CH2:19]([CH3:20])[I:21].[CH2:1]([CH3:2])[O:3][P:4](=[O:5])([O:6][CH2:7][CH3:8])[CH2:9][C:10](=[O:11])[O:12][C:13]([CH3:14])([CH3:15])[CH3:16].[CH3:22][CH2:23][O:24][C:25](=[O:26])[CH3:27].[CH3:28][N:29]([CH3:30])[CH:31]=[O:32].[H-:17].[Na+:18]>>[CH2:1]([CH3:2])[O:3][P:4](=[O:5])([O:6][CH2:7][CH3:8])[CH:9]([C:10](=[O:11])[O:12][C:13]([CH3:14])([CH3:15])[CH3:16])[CH2:19][CH3:20]. Starting materials: CCCCBr, Cc1cc(O)cc(C)c1[N+](=O)[O-], [K+], [K+], O=C([O-])[O-], CN(C)C=O, O. As a reaction SMILES: [Br:13][CH2:14][CH2:15][CH2:16][CH3:17].[CH3:1][c:2]1[cH:3][c:4]([OH:12])[cH:5][c:6]([CH3:11])[c:7]1[N+:8](=[O:9])[O-:10].[K+:18].[K+:19].[O-:20][C:21]([O-:22])=[O:23].[O:25]=[CH:26][N:27]([CH3:28])[CH3:29].[OH2:24]>>[CH3:1][c:2]1[cH:3][c:4]([O:12][CH2:14][CH2:15][CH2:16][CH3:17])[cH:5][c:6]([CH3:11])[c:7]1[N+:8](=[O:9])[O-:10]. Product: CCCCOc1cc(C)c([N+](=O)[O-])c(C)c1.